This data is from the Open Reaction Database (ORD), a public repository of structured organic reaction records. The task is: describe an organic reaction: reactants, conditions, products, and yield Reactants: OC1=NC(=NC(=C1)O)C(C)C (4,6-dihydroxy-2-isopropyl-pyrimidine), [N+](=O)(O)[O-] (nitric acid). Run at time 1 hour. Product: OC1=NC(=NC(=C1[N+](=O)[O-])O)C(C)C (4,6-dihydroxy-2-isopropyl-5-nitro-pyrimidine). As a reaction SMILES: [OH:1][C:2]1[CH:7]=[C:6]([OH:8])[N:5]=[C:4]([CH:9]([CH3:11])[CH3:10])[N:3]=1.[N+:12]([O-])([OH:14])=[O:13]>>[OH:8][C:6]1[C:7]([N+:12]([O-:14])=[O:13])=[C:2]([OH:1])[N:3]=[C:4]([CH:9]([CH3:11])[CH3:10])[N:5]=1. Procedure details: 220 g of 4,6-dihydroxy-2-isopropyl-pyrimidine are added at 0° C to 500 ml of 100% nitric acid and the mixture is stirred for 1 hour. Subsequently the nitration mixture is poured on ice water, filtered, washed with water, and dried in vacuo over P2O5, to yield 110 g of 4,6-dihydroxy-2-isopropyl-5-nitro-pyrimidine; m.p. 300° C. The reactants are C(C)(=O)OC1=CC(=C(C=C1)C=1NC2=NC=CN=C2N1)OC (2-(4-acetoxy-2-methoxyphenyl)-1,3,4,7-tetraazaindene), [OH-].[Na+] (NaOH). The solvent is CO (methanol). Reaction conditions: time 16 hour. Yields the product OC1=CC(=C(C=C1)C=1NC2=NC=CN=C2N1)OC (2-(4-hydroxy-2-methoxyphenyl)-1,3,4,7-tetraazaindene). RXN SMILES: C([O:4][C:5]1[CH:10]=[CH:9][C:8]([C:11]2[NH:12][C:13]3[C:18]([N:19]=2)=[N:17][CH:16]=[CH:15][N:14]=3)=[C:7]([O:20][CH3:21])[CH:6]=1)(=O)C.[OH-].[Na+]>CO>[OH:4][C:5]1[CH:10]=[CH:9][C:8]([C:11]2[NH:12][C:13]3[C:18]([N:19]=2)=[N:17][CH:16]=[CH:15][N:14]=3)=[C:7]([O:20][CH3:21])[CH:6]=1 |f:1.2|. Reported procedure: A mixture of 10 g of 2-(4-acetoxy-2-methoxyphenyl)-1,3,4,7-tetraazaindene (obtainable by condensing IIa with 4-acetoxy-2-methoxybenzoic acid), 100 ml of methanol and 100 ml of a 2N aqueous NaOH solution is left to stand at 20° for 16 hours. The customary working up gives 2-(4-hydroxy-2-methoxyphenyl)-1,3,4,7-tetraazaindene. Solvent: O (water), CS(=O)C (dimethyl sulfoxide), ClCCl (dichloromethane). Procedure: Ethyl 1-(3-(2-thienyl)acrylyl)-3-piperidinecarboxylate (404.1 mg; 1.38 mmol) was suspended in dimethyl sulfoxide (8 ml). The suspension was treated with hydrazine hydrate (1.7 ml; 54.7 mmol), saturated aqueous copper sulfate solution (6 drops), and glacial acetic acid (6 drops). This mixture was then stirred at ambient temperature and sodium periodate (1.47 g; 6.87 mmol) in water (20 ml) was added dropwise. After stirring an additional 1 hour, the mixture was taken up between aqueous 5% sodium t... As a reaction SMILES: [S:1]1[CH:5]=[CH:4][CH:3]=[C:2]1[CH:6]=[CH:7][C:8]([N:10]1[CH2:15][CH2:14][CH2:13][CH:12]([C:16]([O:18][CH2:19][CH3:20])=[O:17])[CH2:11]1)=[O:9].O.NN.I([O-])(=O)(=O)=O.[Na+].S([O-])([O-])(=O)=S.[Na+].[Na+]>CS(C)=O.S([O-])([O-])(=O)=O.[Cu+2].C(O)(=O)C.O.ClCCl>[S:1]1[CH:5]=[CH:4][CH:3]=[C:2]1[CH2:6][CH2:7][C:8]([N:10]1[CH2:15][CH2:14][CH2:13][CH:12]([C:16]([O:18][CH2:19][CH3:20])=[O:17])[CH2:11]1)=[O:9] |f:1.2,3.4,5.6.7,9.10|. Yields the product S1C(=CC=C1)CCC(=O)N1CC(CCC1)C(=O)OCC (ethyl 1-(3-(2-thienyl)propionyl)-3-piperidinecarboxylate). The reagents and catalysts are S(=O)(=O)([O-])[O-].[Cu+2] (copper sulfate), C(C)(=O)O (acetic acid). The reactants are S1C(=CC=C1)C=CC(=O)N1CC(CCC1)C(=O)OCC (Ethyl 1-(3-(2-thienyl)acrylyl)-3-piperidinecarboxylate), S(=S)(=O)([O-])[O-].[Na+].[Na+] (sodium thiosulfate), I(=O)(=O)(=O)[O-].[Na+] (sodium periodate), O.NN (hydrazine hydrate). The yield is 33.9%. Starting materials: BrC1=CC=C(C=C1)Br (1,4-dibromobenzene), C(#N)C1=NC=CC=C1O (2-cyano-3-pyridinol), II (iodine), [Mg] (magnesium), S(O)(O)(=O)=O (sulfuric acid), [OH-].[Na+] (sodium hydroxide). The solvent is C1CCOC1 (THF). Conditions: temperature 10 celsius, time 2 hour. Product: BrC1=CC=C(C=C1)C(=O)C1=NC=CC=C1O ((4-bromophenyl)(3-hydroxy-2-pyridinyl)methanone). Isolated yield 35.0%. As a reaction SMILES: Br[C:2]1[CH:7]=[CH:6][C:5]([Br:8])=[CH:4][CH:3]=1.II.[Mg].[C:12]([C:14]1[C:19]([OH:20])=[CH:18][CH:17]=[CH:16][N:15]=1)#N.S(=O)(=O)(O)[OH:22].[OH-].[Na+]>C1COCC1>[Br:8][C:5]1[CH:6]=[CH:7][C:2]([C:12]([C:14]2[C:19]([OH:20])=[CH:18][CH:17]=[CH:16][N:15]=2)=[O:22])=[CH:3][CH:4]=1 |f:5.6|. Reported procedure: 48.5 g (205.5 mM) of 1,4-dibromobenzene are added dropwise to a mixture containing one crystal of iodine and 5 g (205.5 mM) of magnesium metal covered with 150 ml of THF. The mixture is stirred at the reflux temperature of the solvent for 2 hours and then cooled to 10° C. 12.34 g (102.7 mM) of 2-cyano-3-pyridinol are then added dropwise. The reaction medium is heated at the reflux temperature of the solvent for 3 hours, then stirred for 18 h at room temperature and then treated with 300 ml of 0....